From a dataset of the Open Reaction Database (ORD), a public repository of structured organic reaction records. describe an organic reaction: reactants, conditions, products, and yield The reactants are [N+](=O)([O-])C1=CC=C(CN2C3=C(N[C@H]4[C@@H](C2=O)CCC4)C=CC=C3)C=C1 ((3aR*,10aS*)-9-(4-Nitrobenzyl)-2,3,3a,4,9,10a-hexahydrobenzo[b]cyclopenta[e][1,4]diazepin-10(1H)-one). Reagents/catalysts: [C].[Pd] (palladium-carbon). Solvent: O1CCCC1 (tetrahydrofuran), CO (methanol). Conditions: time 4.5 hour. The product is NC1=CC=C(CN2C3=C(N[C@H]4[C@@H](C2=O)CCC4)C=CC=C3)C=C1 ((3aR*,10aS*)-9-(4-Aminobenzyl)-2,3,3a,4,9,10a-hexahydrobenzo[b]cyclopenta[e][1,4]diazepin-10(1H)-one). Isolated yield 70.9%. As a reaction SMILES: [N+:1]([C:4]1[CH:25]=[CH:24][C:7]([CH2:8][N:9]2[C:15](=[O:16])[C@H:14]3[CH2:17][CH2:18][CH2:19][C@H:13]3[NH:12][C:11]3[CH:20]=[CH:21][CH:22]=[CH:23][C:10]2=3)=[CH:6][CH:5]=1)([O-])=O>O1CCCC1.CO.[C].[Pd]>[NH2:1][C:4]1[CH:25]=[CH:24][C:7]([CH2:8][N:9]2[C:15](=[O:16])[C@H:14]3[CH2:17][CH2:18][CH2:19][C@H:13]3[NH:12][C:11]3[CH:20]=[CH:21][CH:22]=[CH:23][C:10]2=3)=[CH:6][CH:5]=1 |f:3.4|. Procedure details: (3aR*,10aS*)-9-(4-Nitrobenzyl)-2,3,3a,4,9,10a-hexahydrobenzo[b]cyclopenta[e][1,4]diazepin-10(1H)-one (5.06 g, 15 mmol) and 10% palladium-carbon (hydrous) (0.5 g) were suspended in a mixture of tetrahydrofuran (15 mL) and methanol (15 mL). The suspension was stirred for 4.5 hours at room temperature. The catalyst was filtered off, and the filtrate was concentrated under reduced pressure. The concentrate was crystallized from ethyl acetate-hexane to give 3.27 g (yield 71%) of the titled compound, ... Reactants: Cl.C(C)OCC (hydrochloric acid diethyl ether), C(C)(C)OC1=C2C=NNC2=CC=C1O[C@H]1C[C@H](CCC1)N (cis-3-[(4-isopropoxy-1H-indazol-5-yl)oxy]cyclohexanamine). Run in C(C)(C)O (isopropanol). Run at time 1 hour. Product: Cl.C(C)(C)OC1=C2C=NNC2=CC=C1O[C@H]1C[C@H](CCC1)N (cis-3-[(4-isopropoxy-1H-indazol-5-yl)oxy]cyclohexanamine hydrochloride). The yield is 75.8%. RXN SMILES: [ClH:1].C(OCC)C.[CH:7]([O:10][C:11]1[C:19]([O:20][C@@H:21]2[CH2:26][CH2:25][CH2:24][C@H:23]([NH2:27])[CH2:22]2)=[CH:18][CH:17]=[C:16]2[C:12]=1[CH:13]=[N:14][NH:15]2)([CH3:9])[CH3:8]>C(O)(C)C>[ClH:1].[CH:7]([O:10][C:11]1[C:19]([O:20][C@@H:21]2[CH2:26][CH2:25][CH2:24][C@H:23]([NH2:27])[CH2:22]2)=[CH:18][CH:17]=[C:16]2[C:12]=1[CH:13]=[N:14][NH:15]2)([CH3:9])[CH3:8] |f:0.1,4.5|. Procedure details: Under a nitrogen atmosphere, 1M-hydrochloric acid-diethyl ether (350 μl, 0.341 mmol) was added dropwise to a solution of cis-3-[(4-isopropoxy-1H-indazol-5-yl)oxy]cyclohexanamine (84.3 mg, 0.284 mmol) in isopropanol (2 ml) at room temperature. After 1 hour, the mixture thus obtained was concentrated under reduced pressure and the resulting residue was crystallized from ethyl acetate, followed by filtration under reduced pressure, and then drying. The solid thus obtained was washed with hexane by ... The reactants are C(C)OC(=O)C1=C(NC(=C1)C1=CC=C(C=C1)C#N)N (2-amino-5-(4-cyano-phenyl)-1H-pyrrole-3-carboxylic acid ethyl ester), CN(C)C=O (DMF), C(=O)N (formamide). Solvent: C(=O)O (formic acid). Reaction conditions: temperature 150 celsius. Yields the product OC=1C2=C(N=CN1)NC(=C2)C2=CC=C(C#N)C=C2 (4-(4-Hydroxy-7H-pyrrolo[2,3-d]pyrimidin-6-yl)-benzonitrile). As a reaction SMILES: C(O[C:4]([C:6]1[CH:10]=[C:9]([C:11]2[CH:16]=[CH:15][C:14]([C:17]#[N:18])=[CH:13][CH:12]=2)[NH:8][C:7]=1[NH2:19])=[O:5])C.[CH3:20][N:21](C=O)C.C(N)=O>C(O)=O>[OH:5][C:4]1[C:6]2[CH:10]=[C:9]([C:11]3[CH:12]=[CH:13][C:14]([C:17]#[N:18])=[CH:15][CH:16]=3)[NH:8][C:7]=2[N:19]=[CH:20][N:21]=1. Reported procedure: A mixture of 36.6 g (0.143 mol) 2-amino-5-(4-cyano-phenyl)-1H-pyrrole-3-carboxylic acid ethyl ester, 140 ml DMF, 305 ml formamide and 14.6 ml 85% formic acid is heated for 16 h at 150° C. The resulting yellow suspension is cooled to 10° C. and filtered. The solid is washed with methanol (120 ml) and ether (150 ml) and dried. The title compound is obtained as yellowish crystals; m.p.>410° C.; MS-ES+: (M+H)+=254. Reactants: N1C(NCCCC1)=S (hexahydro-2H-1,3-diazepin-2-thione), BrC(C(=O)C1=CC=CC=C1)C1=CC=CC=C1 (2-bromo-2-phenylacetophenone). Run in CC(=O)C (acetone). Conditions: time 16 hour. The product is Br.C1(=CC=CC=C1)C1C(N2C(=NCCCC2)S1)(O)C1=CC=CC=C1 (2,3,5,6,7,8-Hexahydro-2,3-diphenylthiazolo[3,2-a][1,3]-diazepin-3-ol hydrobromide). As a reaction SMILES: [NH:1]1[CH2:7][CH2:6][CH2:5][CH2:4][NH:3][C:2]1=[S:8].[Br:9][CH:10]([C:19]1[CH:24]=[CH:23][CH:22]=[CH:21][CH:20]=1)[C:11]([C:13]1[CH:18]=[CH:17][CH:16]=[CH:15][CH:14]=1)=[O:12]>CC(C)=O>[BrH:9].[C:19]1([CH:10]2[S:8][C:2]3=[N:3][CH2:4][CH2:5][CH2:6][CH2:7][N:1]3[C:11]2([C:13]2[CH:18]=[CH:17][CH:16]=[CH:15][CH:14]=2)[OH:12])[CH:20]=[CH:21][CH:22]=[CH:23][CH:24]=1 |f:3.4|. Reported procedure: A 2.6 g. portion of hexahydro-2H-1,3-diazepin-2-thione is dissolved in 150 ml. of acetone and clarified. A 5.5 g. portion of 2-bromo-2-phenylacetophenone is added and the solution is refluxed for one hour and then stirred at room temperature for 16 hours. The solid is collected, washed with acetone and dried in vacuo at 60° C., giving 6.5 g. of the desired product, m.p. 195°-197° C. (dec.). Starting materials: ClCCCC(=O)C1=CC=C(C=C1)F (4-chloro-4'-fluorobutyrophenone), CC=1NC=CN1 (2-methylimidazole). Reaction conditions: temperature 200 celsius. The product is CC1=NC=C2N1CCC=C2C2=CC=C(C=C2)N2C(=NC=C2)C (5,6-Dihydro-3-methyl-8-[4-(2-methyl-lH-imidazol-l-yl)-phenyl]imidazo[1,5-a]pyridine). As a reaction SMILES: Cl[CH2:2][CH2:3][CH2:4][C:5]([C:7]1[CH:12]=[CH:11][C:10](F)=[CH:9][CH:8]=1)=O.[CH3:14][C:15]1[NH:16][CH:17]=[CH:18][N:19]=1>>[CH3:14][C:15]1[N:19]2[CH2:2][CH2:3][CH:4]=[C:5]([C:7]3[CH:12]=[CH:11][C:10]([N:16]4[CH:17]=[CH:18][N:19]=[C:15]4[CH3:14])=[CH:9][CH:8]=3)[C:18]2=[CH:17][N:16]=1. Procedure: 50 g (0.25 mol) of 4-chloro-4'-fluorobutyrophenone are combined with 130 g (1.58 mol) of 2-methylimidazole and heated to 200° C. under nitrogen for 18 hr. Crystallization from ethyl acetate provides the title compound. The yield is 87.0%. Solvent: O1CCOCC1 (dioxane), CCOCC (Et2O). Starting materials: C(C)(=O)N1C2=C(N(C([C@H]([C@@H]1C)NC([C@H](C)N(C(OC(C)(C)C)=O)C)=O)=O)CC=1C=C(C=CC1OC)C1=CC=CC=C1)C=CC(=C2)C#N (tert-butyl(S)-1-((3S,4S)-5-acetyl-7-cyano-1-((4-methoxybiphenyl-3-yl)methyl)-4-methyl-2-oxo-2,3,4,5-tetrahydro-1H-benzo[b][1,4]diazepin-3-ylamino)-1-oxopropan-2-yl(methyl)carbamate), Cl (HCl). Product: Cl.C(C)(=O)N1C2=C(N(C([C@H]([C@@H]1C)NC([C@H](C)NC)=O)=O)CC=1C=C(C=CC1OC)C1=CC=CC=C1)C=CC(=C2)C#N ((S)-N-((3S,4S)-5-acetyl-7-cyano-1-((4-methoxybiphenyl-3-yl)methyl)-4-methyl-2-oxo-2,3,4,5-tetrahydro-1H-benzo[b][1,4]diazepin-3-yl)-2-(methylamino)propanamide hydrochloride). Procedure: A rt solution of tert-butyl(S)-1-((3S,4S)-5-acetyl-7-cyano-1-((4-methoxybiphenyl-3-yl)methyl)-4-methyl-2-oxo-2,3,4,5-tetrahydro-1H-benzo[b][1,4]diazepin-3-ylamino)-1-oxopropan-2-yl(methyl)carbamate (37 mg, 57.8 μmol) in 4 M HCl in dioxane (289 μl) was stirred for 1 h. The reaction was diluted with Et2O and the solids were collected by vacuum filtration, taken up in MeCN—H2O, and lyophilized to provide (S)-N-((3S,4S)-5-acetyl-7-cyano-1-((4-methoxybiphenyl-3-yl)methyl)-4-methyl-2-oxo-2,3,4,5-tetra... RXN SMILES: [C:1]([N:4]1[C@@H:10]([CH3:11])[C@H:9]([NH:12][C:13](=[O:25])[C@@H:14]([N:16](C)[C:17](=O)OC(C)(C)C)[CH3:15])[C:8](=[O:26])[N:7]([CH2:27][C:28]2[CH:29]=[C:30]([C:36]3[CH:41]=[CH:40][CH:39]=[CH:38][CH:37]=3)[CH:31]=[CH:32][C:33]=2[O:34][CH3:35])[C:6]2[CH:42]=[CH:43][C:44]([C:46]#[N:47])=[CH:45][C:5]1=2)(=[O:3])[CH3:2].[ClH:48]>O1CCOCC1.CCOCC>[ClH:48].[C:1]([N:4]1[C@@H:10]([CH3:11])[C@H:9]([NH:12][C:13](=[O:25])[C@@H:14]([NH:16][CH3:17])[CH3:15])[C:8](=[O:26])[N:7]([CH2:27][C:28]2[CH:29]=[C:30]([C:36]3[CH:41]=[CH:40][CH:39]=[CH:38][CH:37]=3)[CH:31]=[CH:32][C:33]=2[O:34][CH3:35])[C:6]2[CH:42]=[CH:43][C:44]([C:46]#[N:47])=[CH:45][C:5]1=2)(=[O:3])[CH3:2] |f:4.5|. Starting materials: C(C#C)ON=C(C(=O)NC1[C@@H]2N(C(=C(CS2)CSC2=NN=NN2CC(=NOC)C(=O)O)C(=O)O)C1=O)C=1N=C(SC1)NC(C(F)(F)F)=O (7-[2-(2-propynyloxyimino)-2-{2-(2,2,2-trifluoroacetamido)thiazol-4-yl}acetamido]-3-[1-(2-carboxy-2-methoxyiminoethyl)-1H-tetrazol-5yl]thiomethyl-3-cephem-4-carboxylic acid), Cl (hydrochloric acid), C(C)(=O)[O-].[Na+] (sodium acetate), trihydrate. Solvent: O (water). Yields the product C(C#C)ON=C(C(=O)NC1[C@@H]2N(C(=C(CS2)CSC2=NN=NN2CC(=NOC)C(=O)O)C(=O)O)C1=O)C=1N=C(SC1)N (7-[2-(2-propynyloxyimino)-2-(2-aminothiazol-4-yl)acetamido]-3-[1-(2-carboxy-2-methoxyiminoethyl)-1H-tetrazol-5-yl]thiomethyl-3-cephem-4-carboxylic acid). Reaction SMILES: [CH2:1]([O:4][N:5]=[C:6]([C:37]1[N:38]=[C:39]([NH:42]C(=O)C(F)(F)F)[S:40][CH:41]=1)[C:7]([NH:9][CH:10]1[C:35](=[O:36])[N:12]2[C:13]([C:32]([OH:34])=[O:33])=[C:14]([CH2:17][S:18][C:19]3[N:23]([CH2:24][C:25]([C:29]([OH:31])=[O:30])=[N:26][O:27][CH3:28])[N:22]=[N:21][N:20]=3)[CH2:15][S:16][C@H:11]12)=[O:8])[C:2]#[CH:3].C([O-])(=O)C.[Na+].Cl>O>[CH2:1]([O:4][N:5]=[C:6]([C:37]1[N:38]=[C:39]([NH2:42])[S:40][CH:41]=1)[C:7]([NH:9][CH:10]1[C:35](=[O:36])[N:12]2[C:13]([C:32]([OH:34])=[O:33])=[C:14]([CH2:17][S:18][C:19]3[N:23]([CH2:24][C:25]([C:29]([OH:31])=[O:30])=[N:26][O:27][CH3:28])[N:22]=[N:21][N:20]=3)[CH2:15][S:16][C@H:11]12)=[O:8])[C:2]#[CH:3] |f:1.2|. Reported procedure: A mixture of 7-[2-(2-propynyloxyimino)-2-{2-(2,2,2-trifluoroacetamido)thiazol-4-yl}acetamido]-3-[1-(2-carboxy-2-methoxyiminoethyl)-1H-tetrazol-5yl]thiomethyl-3-cephem-4-carboxylic acid (syn isomer: in the 7-position) (2.0 g) and sodium acetate.trihydrate (3.71 g) in water (15 ml) was stirred overnight at room temperature. The solution was adjusted to pH 2.5 with 10% hydrochloric acid under ice-cooling and the resultant precipitates were filtered and washed with water to give 7-[2-(2-propynyloxyi... Reactants: C([O-])([O-])=O.[K+].[K+] (potassium carbonate), C(C)(C)(C)OC(=O)N1CCC(CC1)CCOS(=O)(=O)C (4-[2-(methanesulfonyloxy)ethyl]piperidine-1-carboxylic acid tert-butyl ester), COC1=NC2=NC(=NC(=C2N1)N)OCCOC (8-Methoxy-2-(2-methoxyethoxy)adenine). Run in CN(C)C=O (DMF). Reaction conditions: temperature 60 celsius, time 2.5 hour. The product is C(C)(C)(C)OC(=O)N1CCC(CC1)CCN1C2=NC(=NC(=C2N=C1OC)N)OCCOC (4-{2-[6-Amino-8-methoxy-2-(2-methoxyethoxy)purin-9-yl]ethyl}-piperidine-1-carboxylic acid tert-butyl ester). The yield is 58.7%. Reaction SMILES: [CH3:1][O:2][C:3]1[NH:11][C:10]2[C:5](=[N:6][C:7]([O:13][CH2:14][CH2:15][O:16][CH3:17])=[N:8][C:9]=2[NH2:12])[N:4]=1.C(=O)([O-])[O-].[K+].[K+].[C:24]([O:28][C:29]([N:31]1[CH2:36][CH2:35][CH:34]([CH2:37][CH2:38]OS(C)(=O)=O)[CH2:33][CH2:32]1)=[O:30])([CH3:27])([CH3:26])[CH3:25]>CN(C=O)C>[C:24]([O:28][C:29]([N:31]1[CH2:36][CH2:35][CH:34]([CH2:37][CH2:38][N:4]2[C:3]([O:2][CH3:1])=[N:11][C:10]3[C:5]2=[N:6][C:7]([O:13][CH2:14][CH2:15][O:16][CH3:17])=[N:8][C:9]=3[NH2:12])[CH2:33][CH2:32]1)=[O:30])([CH3:27])([CH3:26])[CH3:25] |f:1.2.3|. Reported procedure: 8-Methoxy-2-(2-methoxyethoxy)adenine (3.27 g, 13.7 mmol) was dissolved in DMF (75 ml), and thereto were added potassium carbonate (1.89 g, 13.7 mmol) and 4-[2-(methanesulfonyloxy)ethyl]piperidine-1-carboxylic acid tert-butyl ester (4.21 g, 13.7 mmol), and the mixture was stirred at 60° C. for 2.5 hours. The mixture was cooled to room temperature, and the carbonate salt was removed by filtration, and the filtrate was concentrated. To the residue was added water, and the mixture was extracted thre... The reactants are COC=1C=C(C=CC1OC)CC(=O)O (3,4-dimethoxyphenylacetic acid), (±)-trans-[2-(4-morpholinyl)]cyclohexanethiol, C(Cl)(Cl)Cl (chloroform), C(Cl)(Cl)Cl (chloroform). Yields the product COC=1C=C(C=CC1OC)CC(=O)Cl ((3,4-dimethoxyphenyl)acetyl chloride). As a reaction SMILES: [CH3:1][O:2][C:3]1[CH:4]=[C:5]([CH2:11][C:12]([OH:14])=O)[CH:6]=[CH:7][C:8]=1[O:9][CH3:10].C(Cl)(Cl)[Cl:16]>>[CH3:1][O:2][C:3]1[CH:4]=[C:5]([CH2:11][C:12]([Cl:16])=[O:14])[CH:6]=[CH:7][C:8]=1[O:9][CH3:10]. Procedure: (3,4-dimethoxyphenyl)acetyl chloride is prepared according to the method described in Example 8 using 3,4-dimethoxyphenylacetic acid (2.85 g, 14.5 mmol) to give a brown oil which is dissolved in chloroform (10 mL). This solution is refluxed for 3 hours with a solution of (±)-trans-[2-(4-morpholinyl)]cyclohexanethiol (2.8 g, 14 mmol) in chloroform (10 mL) under nitrogen. The reaction mixture is partitioned between 1M sodium hydroxide solution (100 mL) and dichloromethane (80 mL). The organic laye...